From a dataset of the Open Reaction Database (ORD), a public repository of structured organic reaction records. describe an organic reaction: reactants, conditions, products, and yield Starting materials: O (water), resultant mixture, [Cl-].[Al+3].[Cl-].[Cl-] (Aluminium chloride), BrC=1C(=C(C(=O)OC)C(=CC1)CS(=O)(=O)C1=C(C=C(C=C1)F)\C=C/CN(CC)CC)OC ((Z)-methyl 3-bromo-6-((2-(3-(diethylamino)prop-1-enyl)-4-fluorobenzenesulfonyl)methyl)-2-methoxybenzoate), BrC=1C(=C(C(=O)OC)C(=CC1)CS(=O)(=O)C1=C(C=C(C=C1)F)\C=C/CN(CC)CC)OC ((Z)-methyl 3-bromo-6-((2-(3-(diethylamino)prop-1-enyl)-4-fluorobenzenesulfonyl)methyl)-2-methoxybenzoate), CN(C1=CC=CC=C1)C (N,N-dimethylaniline). Solvent: C(Cl)Cl (DCM), C(Cl)Cl (DCM). Yields the product BrC=1C(=C(C(=O)OC)C(=CC1)CS(=O)(=O)C1=C(C=C(C=C1)F)\C=C/CN(CC)CC)O ((Z)-methyl 3-bromo-6-((2-(3-(diethylamino)prop-1-enyl)-4-fluorobenzenesulfonyl)methyl)-2-hydroxybenzoate). The yield is 100.0%. As a reaction SMILES: [Cl-].[Al+3].[Cl-].[Cl-].[Br:5][C:6]1[C:7]([O:35]C)=[C:8]([C:13]([CH2:16][S:17]([C:20]2[CH:25]=[CH:24][C:23]([F:26])=[CH:22][C:21]=2/[CH:27]=[CH:28]\[CH2:29][N:30]([CH2:33][CH3:34])[CH2:31][CH3:32])(=[O:19])=[O:18])=[CH:14][CH:15]=1)[C:9]([O:11][CH3:12])=[O:10].CN(C)C1C=CC=CC=1.O>C(Cl)Cl>[Br:5][C:6]1[C:7]([OH:35])=[C:8]([C:13]([CH2:16][S:17]([C:20]2[CH:25]=[CH:24][C:23]([F:26])=[CH:22][C:21]=2/[CH:27]=[CH:28]\[CH2:29][N:30]([CH2:31][CH3:32])[CH2:33][CH3:34])(=[O:18])=[O:19])=[CH:14][CH:15]=1)[C:9]([O:11][CH3:12])=[O:10] |f:0.1.2.3|. Procedure: Aluminium chloride (0.303 g) was added to a stirred solution of (Z)-methyl 3-bromo-6-((2-(3-(diethylamino)prop-1-enyl)-4-fluorobenzenesulfonyl)methyl)-2-methoxybenzoate (Intermediate 161, 0.528 g) and N,N-dimethylaniline (0.915 g) in DCM (20 ml). The resultant mixture was stirred for 3 hours then a mixture of ice, water and DCM were added. The organic layer was separated, dried (Na2SO4) and filtered. The filtrate was evaporated to dryness and the residue was purified by chromatography on silica,... Starting materials: C(C1=CC=CC=C1)OC1=C(CO)C=CC=C1 (2-benzyloxybenzyl alcohol), P(Br)(Br)Br (phosphorus tribromide). Solvent: C(C)OCC (diethyl ether), C(C)OCC (diethyl ether), C(C)OCC (diethyl ether). The product is C(C1=CC=CC=C1)OC1=C(CBr)C=CC=C1 (2-benzyloxybenzyl bromide). Yield: 94.1%. As a reaction SMILES: [CH2:1]([O:8][C:9]1[CH:16]=[CH:15][CH:14]=[CH:13][C:10]=1[CH2:11]O)[C:2]1[CH:7]=[CH:6][CH:5]=[CH:4][CH:3]=1.P(Br)(Br)[Br:18]>C(OCC)C>[CH2:1]([O:8][C:9]1[CH:16]=[CH:15][CH:14]=[CH:13][C:10]=1[CH2:11][Br:18])[C:2]1[CH:7]=[CH:6][CH:5]=[CH:4][CH:3]=1. Procedure details: To a solution of 2-benzyloxybenzyl alcohol (4.83 g) in diethyl ether (40 ml) was added dropwise, at 0° C., a solution of phosphorus tribromide (6.27 g) in diethyl ether (10 ml). The mixture was warmed to ambient temperature, diluted with diethyl ether (100 ml) and filtered through a pad of silica gel washing with 1 litre of diethyl ether. The combined organic solution was washed with saturated aqueous sodium hydrogen carbonate (100 ml) and brine (100 ml), dried (sodium sulphate), filtered and ev... Reactants: ClC1=C2C(=NC=C1C#N)C=CS2 (7-chlorothieno[3,2-b]pyridine-6-carbonitrile), C(C)(C)(C)OC(=O)C=P(C1=CC=CC=C1)(C1=CC=CC=C1)C1=CC=CC=C1 ((tert-butoxycarbonylmethylene)triphenylphosphorane), ClCCl (dichloromethane). Reaction conditions: time 2.5 hour. Product: ClC1=C2C(=NC=C1C#N)C=C(S2)/C=C/C(=O)OC(C)(C)C (tert-butyl (2E)-3-(7-chloro-6-cyanothieno[3,2-b]pyridin-2-yl)prop-2-enoate). Reaction SMILES: [Cl:1][C:2]1[C:7]([C:8]#[N:9])=[CH:6][N:5]=[C:4]2[CH:10]=[CH:11][S:12][C:3]=12.[C:13]([O:17][C:18]([CH:20]=P(C1C=CC=CC=1)(C1C=CC=CC=1)C1C=CC=CC=1)=[O:19])([CH3:16])([CH3:15])[CH3:14].Cl[CH2:41]Cl>>[Cl:1][C:2]1[C:7]([C:8]#[N:9])=[CH:6][N:5]=[C:4]2[CH:10]=[C:11](/[CH:41]=[CH:20]/[C:18]([O:17][C:13]([CH3:14])([CH3:15])[CH3:16])=[O:19])[S:12][C:3]=12. Procedure: To a solution of 7-chlorothieno[3,2-b]pyridine-6-carbonitrile (100 mg, 0.45 mmol) in 5 mL of dichloromethane is added, in portions, (tert-butoxycarbonylmethylene)triphenylphosphorane (0.645 mL, 1.29 mmol). After stirring for 2.5 hours, the reaction mixture is allowed to stand at room temperature overnight. The mixture is concentrated to ½ its volume and is purified by flash column chromatography eluting with dichloromethane to provide 126 mg of tert-butyl (2E)-3-(7-chloro-6-cyanothieno[3,2-b]pyr... The reactants are C(OCC=1C(=NC(=CC1)S(=O)(=O)C1=CC=C(C=C1)Cl)CC1=C(C=CC(=C1)F)F)(OC1=CC=C(C=C1)[N+](=O)[O-])=O ([6-(4-chlorophenylsulfonyl)(2,5-difluorophenyl)methylpyridin-3-yl]methyl 4-nitrophenyl carbonate), CCCCCC (hexane), CN1CCOCC1 (N-methylmorpholine), C(C1=CC=CC=C1)N (benzylamine). Solvent: ClCCl (dichloromethane). Run at time 20 hour. The product is C(C1=CC=CC=C1)NC(OCC=1C(=NC(=CC1)S(=O)(=O)C1=CC=C(C=C1)Cl)CC1=C(C=CC(=C1)F)F)=O ([6-(4-Chlorophenylsulfonyl)(2,5-difluorophenyl)methylpyridin-3-yl]methyl Benzylcarbamate). The yield is 67.4%. As a reaction SMILES: [C:1](=O)([O:29]C1C=CC([N+]([O-])=O)=CC=1)[O:2][CH2:3][C:4]1[C:5]([CH2:20][C:21]2[CH:26]=[C:25]([F:27])[CH:24]=[CH:23][C:22]=2[F:28])=[N:6][C:7]([S:10]([C:13]2[CH:18]=[CH:17][C:16]([Cl:19])=[CH:15][CH:14]=2)(=[O:12])=[O:11])=[CH:8][CH:9]=1.CN1CCOCC1.[CH2:47]([NH2:54])[C:48]1[CH:53]=[CH:52][CH:51]=[CH:50][CH:49]=1.CCCCCC>ClCCl>[CH2:47]([NH:54][C:1](=[O:29])[O:2][CH2:3][C:4]1[C:5]([CH2:20][C:21]2[CH:26]=[C:25]([F:27])[CH:24]=[CH:23][C:22]=2[F:28])=[N:6][C:7]([S:10]([C:13]2[CH:18]=[CH:17][C:16]([Cl:19])=[CH:15][CH:14]=2)(=[O:11])=[O:12])=[CH:8][CH:9]=1)[C:48]1[CH:53]=[CH:52][CH:51]=[CH:50][CH:49]=1. Procedure details: To a solution of the [6-(4-chlorophenylsulfonyl)(2,5-difluorophenyl)methylpyridin-3-yl]methyl 4-nitrophenyl carbonate (51 mg, 0.089 mmol) in dichloromethane (1 ml) were successively added N-methylmorpholine (0.020 ml, 0.18 mmol) and benzylamine (0.012 ml, 0.11 mmol) at 0° C. The resulting mixture was stirred at room temperature for 20 hours. The reaction mixture was washed with a saturated aqueous solution of ammonium chloride. The organic layer was dried over anhydrous sodium sulfate and filter... Reactants: ClC1=NC(=C(C(=O)OCC)C=C1)C1=C(C=C(C=C1)F)F (ethyl 6-chloro-2-(2,4-difluorophenyl)nicotinate), FC1=C(C(=CC=C1)F)NC(OC(C)(C)C)=O (tert-butyl 2,6-difluorophenylcarbamate), C([O-])([O-])=O.[Cs+].[Cs+] (cesium carbonate), Cl (HCl), solution. The solvent is CS(=O)C (DMSO). Conditions: temperature 57.5 celsius, time 48 hour. Yields the product C(C)(C)(C)OC(=O)N(C1=NC(=C(C(=O)OCC)C=C1)C1=C(C=C(C=C1)F)F)C1=C(C=CC=C1F)F (ethyl 6-(tert-butoxycarbonyl(2,6-difluorophenyl)amino)-2-(2,4-difluorophenyl)nicotinate). RXN SMILES: Cl[C:2]1[CH:12]=[CH:11][C:5]([C:6]([O:8][CH2:9][CH3:10])=[O:7])=[C:4]([C:13]2[CH:18]=[CH:17][C:16]([F:19])=[CH:15][C:14]=2[F:20])[N:3]=1.[F:21][C:22]1[CH:27]=[CH:26][CH:25]=[C:24]([F:28])[C:23]=1[NH:29][C:30](=[O:36])[O:31][C:32]([CH3:35])([CH3:34])[CH3:33].C(=O)([O-])[O-].[Cs+].[Cs+].Cl>CS(C)=O>[C:32]([O:31][C:30]([N:29]([C:23]1[C:24]([F:28])=[CH:25][CH:26]=[CH:27][C:22]=1[F:21])[C:2]1[CH:12]=[CH:11][C:5]([C:6]([O:8][CH2:9][CH3:10])=[O:7])=[C:4]([C:13]2[CH:18]=[CH:17][C:16]([F:19])=[CH:15][C:14]=2[F:20])[N:3]=1)=[O:36])([CH3:35])([CH3:33])[CH3:34] |f:2.3.4|. Procedure: A mixture of Compound 5 (100.82 g, 0.33 mol, 1.0 equiv.), Compound 7 (101.05 g, 0.44 mol, 1.30 eq), and cesium carbonate (177.12 g, 0.54 mol, 1.60 eq) was suspended in DMSO (250 mL, 2.5 volumes) and stirred vigorously at 55-60° C. for 48 hours (completeness of reaction determined by HPLC). The mixture was cooled to 20-30° C. and the base was quenched by careful and slow addition of a 1 N HCl (aq) solution (540 mL, 1.60 eq), keeping the internal temperature of the reaction mixture below 30° C. Up... The reactants are C(C1=CC=CC=C1)[C@@H]1N(C(OC1)=O)C(CC1=C(C=C(C=C1)Br)C)=O ((S)-4-Benzyl-3-(2-(4-bromo-2-methylphenyl)acetyl)oxazolidin-2-one), ClCOCC1=CC=CC=C1 (Benzyl chloromethyl ether), CCN(C(C)C)C(C)C (DIEA). The reagents and catalysts are Cl[Ti](Cl)(Cl)Cl (TiCl4). Run in C(Cl)Cl (CH2Cl2). Conditions: temperature 0 celsius, time 1 hour. Product: C(C1=CC=CC=C1)[C@@H]1N(C(OC1)=O)C([C@@H](COCC1=CC=CC=C1)C1=C(C=C(C=C1)Br)C)=O ((S)-4-Benzyl-3-((R)-3-(benzyloxy)-2-(4-bromo-2-methylphenyl)propanoyl)oxazolidin-2-one). The yield is 91.7%. As a reaction SMILES: [CH2:1]([C@H:8]1[CH2:12][O:11][C:10](=[O:13])[N:9]1[C:14](=[O:24])[CH2:15][C:16]1[CH:21]=[CH:20][C:19]([Br:22])=[CH:18][C:17]=1[CH3:23])[C:2]1[CH:7]=[CH:6][CH:5]=[CH:4][CH:3]=1.CCN(C(C)C)C(C)C.Cl[CH2:35][O:36][CH2:37][C:38]1[CH:43]=[CH:42][CH:41]=[CH:40][CH:39]=1>C(Cl)Cl.Cl[Ti](Cl)(Cl)Cl>[CH2:1]([C@H:8]1[CH2:12][O:11][C:10](=[O:13])[N:9]1[C:14](=[O:24])[C@H:15]([C:16]1[CH:21]=[CH:20][C:19]([Br:22])=[CH:18][C:17]=1[CH3:23])[CH2:35][O:36][CH2:37][C:38]1[CH:43]=[CH:42][CH:41]=[CH:40][CH:39]=1)[C:2]1[CH:7]=[CH:6][CH:5]=[CH:4][CH:3]=1. Procedure: To a solution of 16C (2.0 g, 5.15 mmol) in CH2Cl2 (20 ml) was added TiCl4 (6.18 ml, 6.18 mmol) at 0° C. to form a yellow solution. DIEA (1.080 ml, 6.18 mmol) was added at 0° C. to form a blue solution. The mixture was stirred at 0° C. for 1 h. Benzyl chloromethyl ether (1.428 ml, 10.30 mmol) was added and stirring was continued for 2 h at 0° C. at which point the blue turn to brownish red solution. The reaction was quenched with water, diluted with EtOAc. The aqueous layer was extracted with EtO...